From a dataset of the Open Reaction Database (ORD), a public repository of structured organic reaction records. describe an organic reaction: reactants, conditions, products, and yield Starting materials: C(C)(C)(C)OC(=O)N1CCC(CC1)C1=NC(=CC=C1)C(N(C1CCCC2=CC=CC=C12)C)=O (6-[methyl-(1,2,3,4-tetrahydro-naphthalen-1-yl)-carbamoyl]-3′,4′,5′,6′-tetrahydro-2′H-[2,4′]bipyridinyl-1′-carboxylic acid tert-butyl ester), Cl (HCl), O1CCOCC1 (dioxane). Conditions: time 8 hour. Yields the product Cl.CN(C(=O)C1=CC=CC(=N1)C1CCNCC1)C1CCCC2=CC=CC=C12 (1′,2′,3′,4′,5′,6′-hexahydro-[2,4′]bipyridinyl-6-carboxylic acid methyl-(1,2,3,4-tetrahydro-naphthalen-1-yl)-amide hydrochloride salt). Yield: 93.0%. As a reaction SMILES: C(OC([N:8]1[CH2:13][CH2:12][CH:11]([C:14]2[CH:19]=[CH:18][CH:17]=[C:16]([C:20](=[O:33])[N:21]([CH3:32])[CH:22]3[C:31]4[C:26](=[CH:27][CH:28]=[CH:29][CH:30]=4)[CH2:25][CH2:24][CH2:23]3)[N:15]=2)[CH2:10][CH2:9]1)=O)(C)(C)C.[ClH:34].O1CCOCC1>>[ClH:34].[CH3:32][N:21]([CH:22]1[C:31]2[C:26](=[CH:27][CH:28]=[CH:29][CH:30]=2)[CH2:25][CH2:24][CH2:23]1)[C:20]([C:16]1[N:15]=[C:14]([CH:11]2[CH2:10][CH2:9][NH:8][CH2:13][CH2:12]2)[CH:19]=[CH:18][CH:17]=1)=[O:33] |f:3.4|. Reported procedure: To a solution of 6-[methyl-(1,2,3,4-tetrahydro-naphthalen-1-yl)-carbamoyl]-3′,4′,5′,6′-tetrahydro-2′H-[2,4′]bipyridinyl-1′-carboxylic acid tert-butyl ester (202 mg, 0.45 mmol) was added a solution of 4M HCl in dioxane (1.13 mL, 4.5 mmol)) at RT. After stirring overnight at RT, the solvent was evaporated under reduce pressure to give 1′,2′,3′,4′,5′,6′-hexahydro-[2,4′]bipyridinyl-6-carboxylic acid methyl-(1,2,3,4-tetrahydro-naphthalen-1-yl)-amide hydrochloride salt (162 mg, 93%). 1H-NMR (400 MHz, ... Reactants: CN1N=C(C=C1C)C1=NC(=NO1)C(=O)O (5-(1,5-dimethyl-1H-pyrazol-3-yl)-1,2,4-oxadiazole-3-carboxylic acid), N[C@H](CN1N=C(C=C1)C1=CC(=C(C#N)C(=C1)F)Cl)C ((S)-4-(1-(2-aminopropyl)-1H-pyrazol-3-yl)-2-chloro-6-fluoro-benzonitrile), CN(C)C=O (DMF). Solvent: O (water), CCOC(=O)C (EtOAc). The product is ClC=1C=C(C=C(C1C#N)F)C1=NN(C=C1)C[C@H](C)NC(=O)C1=NOC(=N1)C1=NN(C(=C1)C)C ((S)—N-(1-(3-(3-Chloro-4-cyano-5-fluorophenyl)-1H-pyrazol-1-yl)propan-2-yl)-5-(1,5-dimethyl-1H-pyrazol-3-yl)-1,2,4-oxadiazole-3-carboxamide). The yield is 0.5%. RXN SMILES: [CH3:1][N:2]1[C:6]([CH3:7])=[CH:5][C:4]([C:8]2[O:12][N:11]=[C:10]([C:13]([OH:15])=O)[N:9]=2)=[N:3]1.[NH2:16][C@@H:17]([CH3:34])[CH2:18][N:19]1[CH:23]=[CH:22][C:21]([C:24]2[CH:31]=[C:30]([F:32])[C:27]([C:28]#[N:29])=[C:26]([Cl:33])[CH:25]=2)=[N:20]1.CN(C=O)C>O.CCOC(C)=O>[Cl:33][C:26]1[CH:25]=[C:24]([C:21]2[CH:22]=[CH:23][N:19]([CH2:18][C@@H:17]([NH:16][C:13]([C:10]3[N:9]=[C:8]([C:4]4[CH:5]=[C:6]([CH3:7])[N:2]([CH3:1])[N:3]=4)[O:12][N:11]=3)=[O:15])[CH3:34])[N:20]=2)[CH:31]=[C:30]([F:32])[C:27]=1[C:28]#[N:29]. Procedure: The title compound was prepared using the procedure described in Example 3(h) starting from 5-(1,5-dimethyl-1H-pyrazol-3-yl)-1,2,4-oxadiazole-3-carboxylic acid (1.614 mmol, 0.336 g) and (S)-4-(1-(2-aminopropyl)-1H-pyrazol-3-yl)-2-chloro-6-fluoro-benzonitrile (1.345 mmol, 0.375 g) using DMF (10 ml) as the solvent. The reaction mixture was diluted with water and EtOAc, the phases were separated and the organic phase was washed with 2 M Na2CO3, water and brine. The organic phase was dried, filtered... Starting materials: CCCC(=O)c1cc(Cl)ccc1NS(=O)(=O)C(F)(F)F, CCON1C(=O)c2ccccc2C1=O, CN(C)CCN, CC(=O)O, CCO. Yields the product CCCC(=NOCC)c1cc(Cl)ccc1NS(=O)(=O)C(F)(F)F. As a reaction SMILES: [C:25]([CH2:26][CH2:27][CH3:28])(=[O:29])[c:30]1[c:31]([NH:37][S:38](=[O:39])(=[O:40])[C:41]([F:42])([F:43])[F:44])[cH:32][cH:33][c:34]([Cl:36])[cH:35]1.[CH2:7]([CH3:8])[O:9][N:10]1[C:11](=[O:12])[c:13]2[cH:14][cH:15][cH:16][cH:17][c:18]2[C:19]1=[O:20].[CH3:1][N:2]([CH3:3])[CH2:4][CH2:5][NH2:6].[CH3:21][C:22](=[O:23])[OH:24].[CH3:45][CH2:46][OH:47]>>[CH2:7]([CH3:8])[O:9][N:10]=[C:25]([CH2:26][CH2:27][CH3:28])[c:30]1[c:31]([NH:37][S:38](=[O:39])(=[O:40])[C:41]([F:42])([F:43])[F:44])[cH:32][cH:33][c:34]([Cl:36])[cH:35]1. Reactants: [Ba+2], COCCOC, O=C(O)C(F)(F)F, C=CCCCc1ccc(C)cc1CNCC(O)C(Cc1cc(F)cc(F)c1)NC(=O)OCc1ccccc1, [OH-], [OH-], O, O. The product is C=CCCCc1ccc(C)cc1CNCC(O)C(N)Cc1cc(F)cc(F)c1. RXN SMILES: [Ba+2:48].[CH3:50][O:51][CH2:52][CH2:53][O:54][CH3:55].[F:1][C:2]([F:3])([F:4])[C:5]([OH:6])=[O:7].[F:8][c:9]1[cH:10][c:11]([CH2:16][CH:17]([CH:18]([CH2:19][NH:20][CH2:21][c:22]2[c:23]([CH2:29][CH2:30][CH2:31][CH:32]=[CH2:33])[cH:24][cH:25][c:26]([CH3:28])[cH:27]2)[OH:34])[NH:35][C:36](=[O:37])[O:38][CH2:39][c:40]2[cH:41][cH:42][cH:43][cH:44][cH:45]2)[cH:12][c:13]([F:15])[cH:14]1.[OH-:47].[OH-:49].[OH2:46].[OH2:56]>>[F:8][c:9]1[cH:10][c:11]([CH2:16][CH:17]([CH:18]([CH2:19][NH:20][CH2:21][c:22]2[c:23]([CH2:29][CH2:30][CH2:31][CH:32]=[CH2:33])[cH:24][cH:25][c:26]([CH3:28])[cH:27]2)[OH:34])[NH2:35])[cH:12][c:13]([F:15])[cH:14]1. Starting materials: [Br-], CC(=O)OCC1OC(n2cnc3c(Cl)ncnc32)C2OC(C)(C)OC12, C1CCOC1, CC(C)C[Zn+], c1ccc(P(c2ccccc2)(c2ccccc2)[Pd](P(c2ccccc2)(c2ccccc2)c2ccccc2)(P(c2ccccc2)(c2ccccc2)c2ccccc2)P(c2ccccc2)(c2ccccc2)c2ccccc2)cc1. Yields the product CC(=O)OCC1OC(n2cnc3c(CC(C)C)ncnc32)C2OC(C)(C)OC12. RXN SMILES: [Br-:31].[C:1]([CH3:2])(=[O:3])[O:4][CH2:5][CH:6]1[O:7][CH:8]([n:16]2[c:17]3[n:18][cH:19][n:20][c:21]([Cl:25])[c:22]3[n:23][cH:24]2)[CH:9]2[O:10][C:11]([CH3:14])([CH3:15])[O:12][CH:13]12.[CH2:26]1[O:27][CH2:28][CH2:29][CH2:30]1.[CH2:32]([CH:33]([CH3:34])[CH3:35])[Zn+:36].[cH:37]1[cH:38][cH:39][c:40]([P:41]([Pd:42]([P:43]([c:44]2[cH:45][cH:46][cH:47][cH:48][cH:49]2)([c:50]2[cH:51][cH:52][cH:53][cH:54][cH:55]2)[c:56]2[cH:57][cH:58][cH:59][cH:60][cH:61]2)([P:62]([c:63]2[cH:64][cH:65][cH:66][cH:67][cH:68]2)([c:69]2[cH:70][cH:71][cH:72][cH:73][cH:74]2)[c:75]2[cH:76][cH:77][cH:78][cH:79][cH:80]2)[P:81]([c:82]2[cH:83][cH:84][cH:85][cH:86][cH:87]2)([c:88]2[cH:89][cH:90][cH:91][cH:92][cH:93]2)[c:94]2[cH:95][cH:96][cH:97][cH:98][cH:99]2)([c:100]2[cH:101][cH:102][cH:103][cH:104][cH:105]2)[c:106]2[cH:107][cH:108][cH:109][cH:110][cH:111]2)[cH:112][cH:113]1>>[C:1]([CH3:2])(=[O:3])[O:4][CH2:5][CH:6]1[O:7][CH:8]([n:16]2[c:17]3[n:18][cH:19][n:20][c:21]([CH2:32][CH:33]([CH3:34])[CH3:35])[c:22]3[n:23][cH:24]2)[CH:9]2[O:10][C:11]([CH3:14])([CH3:15])[O:12][CH:13]12. The reactants are CC(=O)OC(C)=O, ClCCl, CC(c1ccc(-c2ccc(F)cc2F)cc1)N1CCC(CCN)(c2ccc(F)cc2)OC1=O, c1ccncc1. Yields the product CC(=O)NCCC1(c2ccc(F)cc2)CCN(C(C)c2ccc(-c3ccc(F)cc3F)cc2)C(=O)O1. Reaction SMILES: [CH3:40][C:41](=[O:42])[O:43][C:44](=[O:45])[CH3:46].[Cl:47][CH2:48][Cl:49].[NH2:1][CH2:2][CH2:3][C:4]1([c:27]2[cH:28][cH:29][c:30]([F:33])[cH:31][cH:32]2)[CH2:5][CH2:6][N:7]([CH:11]([CH3:12])[c:13]2[cH:14][cH:15][c:16](-[c:19]3[c:20]([F:26])[cH:21][c:22]([F:25])[cH:23][cH:24]3)[cH:17][cH:18]2)[C:8](=[O:10])[O:9]1.[cH:34]1[cH:35][cH:36][n:37][cH:38][cH:39]1>>[NH:1]([CH2:2][CH2:3][C:4]1([c:27]2[cH:28][cH:29][c:30]([F:33])[cH:31][cH:32]2)[CH2:5][CH2:6][N:7]([CH:11]([CH3:12])[c:13]2[cH:14][cH:15][c:16](-[c:19]3[c:20]([F:26])[cH:21][c:22]([F:25])[cH:23][cH:24]3)[cH:17][cH:18]2)[C:8](=[O:10])[O:9]1)[C:41]([CH3:40])=[O:42].